Dataset: the Open Reaction Database (ORD), a public repository of structured organic reaction records. Task: describe an organic reaction: reactants, conditions, products, and yield Starting materials: CSC1=NC(=C(C(=N1)O)CC1(OCCO1)CC)N (2-(methylthio)-6-amino-5-(2-ethyl-1,3-dioxolan-2ylmethyl)-4-pyrimidinol), Cl (HCl). Run at time 18 hour. The product is C(C)C1=CC2=C(NC(=NC2=O)SC)N1 (1,7-dihydro-6-ethyl-2-(methylthio)-4H-pyrrolo[2,3-d]pyrimidin-4-one). As a reaction SMILES: [CH3:1][S:2][C:3]1[N:8]=[C:7]([OH:9])[C:6]([CH2:10][C:11]2([CH2:16][CH3:17])OCCO2)=[C:5]([NH2:18])[N:4]=1.Cl>>[CH2:16]([C:11]1[NH:18][C:5]2[NH:4][C:3]([S:2][CH3:1])=[N:8][C:7](=[O:9])[C:6]=2[CH:10]=1)[CH3:17]. Reported procedure: The 2-(methylthio)-6-amino-5-(2-ethyl-1,3-dioxolan-2ylmethyl)-4-pyrimidinol (2.50 g, 9.21 mmol) was combined with 69 mL of 0.2 M HCl and stirred at ambient temperature for 18 hours. The solids were collected by filtration, washed with 20 mL of water and dried in vacuo (40° C., 10 torr) to provide a quantitative yield of 1,7-dihydro-6-ethyl-2-(methylthio)-4H-pyrrolo[2,3-d]pyrimidin-4-one as a white solid. nmr (500 MHz, dmso-d6) δ1.17 (t, J=7.5 Hz, 3H), 2.49 (s, 3H), 2.55 (q, J=7.5 Hz, 2H), 6.03 (... Starting materials: c1ccc(Cc2cccc(N3CCC4(C3)OCCO4)n2)cc1, CN(C)C=O, O=C1CCC(=O)N1I, [Na+], [Na+], O=S([O-])([O-])=S. The product is Ic1ccc(N2CCC3(C2)OCCO3)nc1Cc1ccccc1. As a reaction SMILES: [CH2:1]([c:2]1[cH:3][cH:4][cH:5][cH:6][cH:7]1)[c:8]1[n:9][c:10]([N:14]2[CH2:15][C:16]3([CH2:17][CH2:18]2)[O:19][CH2:20][CH2:21][O:22]3)[cH:11][cH:12][cH:13]1.[CH3:38][N:39]([CH3:40])[CH:41]=[O:42].[I:23][N:24]1[C:25](=[O:26])[CH2:27][CH2:28][C:29]1=[O:30].[Na+:36].[Na+:37].[S:31]([O-:32])([O-:33])(=[O:34])=[S:35]>>[CH2:1]([c:2]1[cH:3][cH:4][cH:5][cH:6][cH:7]1)[c:8]1[n:9][c:10]([N:14]2[CH2:15][C:16]3([CH2:17][CH2:18]2)[O:19][CH2:20][CH2:21][O:22]3)[cH:11][cH:12][c:13]1[I:23]. Starting materials: C(C1=CC=CC=C1)NCCC1=C2N(C=3C=CC=CC13)CCN(CC2)CC2=CC=CC=C2 (N-benzyl-2-(3-benzyl-2,3,4,5-tetrahydro-1H-[1,4]diazepino[1,7-a]indol-11-yl)-1-ethanamine), C(=O)[O-].[NH4+] (ammonium formate). The reagents and catalysts are [Pd] (palladium on carbon). The solvent is CO (methanol). Run at time 18 hour. Yields the product C1CNCCN2C1=C(C=1C=CC=CC21)CCN (2-(2,3,4,5-tetrahydro-1H-[1,4]diazepino[1,7-a]indol-11-yl)-1-ethanamine). The yield is 46.3%. RXN SMILES: C([NH:8][CH2:9][CH2:10][C:11]1[C:19]2[CH:18]=[CH:17][CH:16]=[CH:15][C:14]=2[N:13]2[CH2:20][CH2:21][N:22](CC3C=CC=CC=3)[CH2:23][CH2:24][C:12]=12)C1C=CC=CC=1.C([O-])=O.[NH4+]>CO.[Pd]>[CH2:24]1[C:12]2=[C:11]([CH2:10][CH2:9][NH2:8])[C:19]3[CH:18]=[CH:17][CH:16]=[CH:15][C:14]=3[N:13]2[CH2:20][CH2:21][NH:22][CH2:23]1 |f:1.2|. Reported procedure: A solution of N-benzyl-2-(3-benzyl-2,3,4,5-tetrahydro-1H-[1,4]diazepino[1,7-a]indol-11-yl)-1-ethanamine (195 mg, 0.48 mmol) in methanol (10 mL) is treated with 10% palladium on carbon (40 mg) and ammonium formate (210 mg, 3.3 mmol) followed by heating to reflux. After 18 hrs, the reaction is cooled to rt, filtered through celite, and concentrated to give a crude yellow oil. This material is purified by LC (230-400 silica gel) eluting with 20:2.5:77.5 methanol/ammonuim hydroxide/dichloromethane t... Starting materials: C1(=CC=CC=C1)S(=O)(=O)N1C(N(C(C1)C1=CC(=CC=C1)Br)C1=CC=CC=C1)=O (1-benzenesulfonyl-4-(3-bromo-phenyl)-3-phenyl-imidazolidin-2-one), C(=O)(O)CCC1=CC=C(C=C1)B(O)O (4-(2-carboxyethyl)benzeneboronic acid), C([O-])([O-])=O.[Na+].[Na+] (sodium carbonate). The solvent is O1CCOCC1.O (dioxane water). The reagents and catalysts are C1=CC=C(C=C1)P([C-]2C=CC=C2)C3=CC=CC=C3.C1=CC=C(C=C1)P([C-]2C=CC=C2)C3=CC=CC=C3.Cl[Pd]Cl.[Fe+2].ClCCl (dichloro[1,1′-bis(diphenylphosphino)ferrocene]palladium dichloromethane). As a reaction SMILES: [C:1]1([S:7]([N:10]2[CH2:14][CH:13]([C:15]3[CH:20]=[CH:19][CH:18]=[C:17](Br)[CH:16]=3)[N:12]([C:22]3[CH:27]=[CH:26][CH:25]=[CH:24][CH:23]=3)[C:11]2=[O:28])(=[O:9])=[O:8])[CH:6]=[CH:5][CH:4]=[CH:3][CH:2]=1.[C:29]([CH2:32][CH2:33][C:34]1[CH:39]=[CH:38][C:37](B(O)O)=[CH:36][CH:35]=1)([OH:31])=[O:30].C(=O)([O-])[O-].[Na+].[Na+]>O1CCOCC1.O.C1C=CC(P(C2C=CC=CC=2)[C-]2C=CC=C2)=CC=1.C1C=CC(P(C2C=CC=CC=2)[C-]2C=CC=C2)=CC=1.Cl[Pd]Cl.[Fe+2].ClCCl>[C:1]1([S:7]([N:10]2[CH2:14][CH:13]([C:15]3[CH:16]=[C:17]([C:37]4[CH:38]=[CH:39][C:34]([CH2:33][CH2:32][C:29]([OH:31])=[O:30])=[CH:35][CH:36]=4)[CH:18]=[CH:19][CH:20]=3)[N:12]([C:22]3[CH:27]=[CH:26][CH:25]=[CH:24][CH:23]=3)[C:11]2=[O:28])(=[O:9])=[O:8])[CH:6]=[CH:5][CH:4]=[CH:3][CH:2]=1 |f:2.3.4,5.6,7.8.9.10.11|. Procedure: In analogy to example 1, step 3,1-benzenesulfonyl-4-(3-bromo-phenyl)-3-phenyl-imidazolidin-2-one (example 5, step 2) was reacted with 4-(2-carboxyethyl)benzeneboronic acid in the presence of dichloro[1,1′-bis(diphenylphosphino)ferrocene]palladium dichloromethane adduct and sodium carbonate in dioxane/water to give 3-[3′-(1-benzenesulfonyl-2-oxo-3-phenyl-imidazolidin-4-yl)-biphenyl-4-yl]-propionic acid as an off-white solid. MS: 525.1 ([M−H]−) Yields the product C1(=CC=CC=C1)S(=O)(=O)N1C(N(C(C1)C=1C=C(C=CC1)C1=CC=C(C=C1)CCC(=O)O)C1=CC=CC=C1)=O (3-[3′-(1-benzenesulfonyl-2-oxo-3-phenyl-imidazolidin-4-yl)-biphenyl-4-yl]-propionic acid). Starting materials: C1(CC1)SC1=CC=C(C=C1)CC(=O)O ([4-(Cyclopropylthio)phenyl]acetic acid), C(C)O (ethanol), S(=O)(Cl)Cl (thionyl chloride). Run at time 90 minute. Yields the product C(C)OC(CC1=CC=C(C=C1)SC1CC1)=O (ethyl[4-(cyclopropylthio)phenyl]acetate). Reaction SMILES: [CH:1]1([S:4][C:5]2[CH:10]=[CH:9][C:8]([CH2:11][C:12]([OH:14])=[O:13])=[CH:7][CH:6]=2)[CH2:3][CH2:2]1.S(Cl)(Cl)=O.[CH2:19](O)[CH3:20]>>[CH2:19]([O:13][C:12](=[O:14])[CH2:11][C:8]1[CH:9]=[CH:10][C:5]([S:4][CH:1]2[CH2:2][CH2:3]2)=[CH:6][CH:7]=1)[CH3:20]. Reported procedure: [4-(Cyclopropylthio)phenyl]acetic acid (13.1 g) was dissolved into ethanol (52 mL). Then, thionyl chloride (5.51 mL) was added dropwise while cooling by an ice bath, and the resulting mixture was stirred for 90 minutes at room temperature. This reaction mixture was concentrated under reduced pressure, and the resulting residue was dissolved in ethyl acetate (125 mL). This ethyl acetate solution was washed with water (4×25 mL) and then a saturated aqueous sodium carbonate solution (25 mL). The re... Reactants: Br, OCCOC1=CC=CN(Cc2ccccc2)C=C1, O. Product: Br, OCCOC1=CC=CNC=C1. As a reaction SMILES: [BrH:19].[CH2:1]([c:2]1[cH:3][cH:4][cH:5][cH:6][cH:7]1)[N:8]1[CH:9]=[CH:10][C:11]([O:15][CH2:16][CH2:17][OH:18])=[CH:12][CH:13]=[CH:14]1.[OH2:20]>>[BrH:19].[NH:8]1[CH:9]=[CH:10][C:11]([O:15][CH2:16][CH2:17][OH:18])=[CH:12][CH:13]=[CH:14]1. Reactants: C(C)[SiH](CC)CC (Triethylsilane), CC1(C(NC2=CC=C(C=C2C1=O)SC)=O)C (3,3-dimethyl-6-methylthio-2,4(1H,3H)-quinolinedione), C([O-])([O-])=O.[K+].[K+] (potassium carbonate). The solvent is FC(C(=O)O)(F)F (trifluoroacetic acid). Run at time 16 hour. Product: CC1(C(NC2=CC=C(C=C2C1)SC)=O)C (3,4-dihydro-3,3-dimethyl-6-methylthio-2(1H)-quinolinone). RXN SMILES: C([SiH](CC)CC)C.[CH3:8][C:9]1([CH3:23])[C:18](=O)[C:17]2[C:12](=[CH:13][CH:14]=[C:15]([S:20][CH3:21])[CH:16]=2)[NH:11][C:10]1=[O:22].C(=O)([O-])[O-].[K+].[K+]>FC(F)(F)C(O)=O>[CH3:8][C:9]1([CH3:23])[CH2:18][C:17]2[C:12](=[CH:13][CH:14]=[C:15]([S:20][CH3:21])[CH:16]=2)[NH:11][C:10]1=[O:22] |f:2.3.4|. Reported procedure: Triethylsilane (34.75 ml, 49.1 g, 0.042 mol) was added dropwise to a stirred solution of 3,3-dimethyl-6-methylthio-2,4(1H,3H)-quinolinedione (12.79 g, 0.054 mol) in trifluoroacetic acid (520 ml) under nitrogen at 60° C. The reaction was then allowed to cool slowly to room temperature and was stirred for 16 hr. The solvent was then evaporated in vacuo to afford a yellow residue. The residue was then poured into saturated potassium carbonate solution (200 ml). The product was extracted with ethyl ... The reactants are CN1CCC(CC1)OC(=O)NC=1C=C(C=CC1C1=CC=CC=C1)CCCC(=O)OCC1=CC=CC=C1 (Benzyl 4-[3-({[(1-methylpiperidin-4-yl)oxy]carbonyl}amino)-4-phenylphenyl]butyrate). Reagents/catalysts: [OH-].[Pd+2].[OH-].[C] (palladium hydroxide carbon). Solvent: C(C)(=O)OCC (ethyl acetate). Reaction conditions: time 3 day. The product is CN1CCC(CC1)OC(=O)NC=1C=C(C=CC1C1=CC=CC=C1)CCCC(=O)O (4-[3-({[(1-methylpiperidin-4-yl)oxy]carbonyl}amino)-4-phenylphenyl]butyric acid). Yield: 1013.6%. As a reaction SMILES: [CH3:1][N:2]1[CH2:7][CH2:6][CH:5]([O:8][C:9]([NH:11][C:12]2[CH:13]=[C:14]([CH2:24][CH2:25][CH2:26][C:27]([O:29]CC3C=CC=CC=3)=[O:28])[CH:15]=[CH:16][C:17]=2[C:18]2[CH:23]=[CH:22][CH:21]=[CH:20][CH:19]=2)=[O:10])[CH2:4][CH2:3]1>C(OCC)(=O)C.[OH-].[Pd+2].[OH-].[C]>[CH3:1][N:2]1[CH2:3][CH2:4][CH:5]([O:8][C:9]([NH:11][C:12]2[CH:13]=[C:14]([CH2:24][CH2:25][CH2:26][C:27]([OH:29])=[O:28])[CH:15]=[CH:16][C:17]=2[C:18]2[CH:23]=[CH:22][CH:21]=[CH:20][CH:19]=2)=[O:10])[CH2:6][CH2:7]1 |f:2.3.4.5|. Reported procedure: Benzyl 4-[3-({[(1-methylpiperidin-4-yl)oxy]carbonyl}amino)-4-phenylphenyl]butyrate (25.8 g, 5.30 mmol) was dissolved in ethyl acetate (250 mL), 10% palladium hydroxide-carbon (5 g) was added thereto, and the mixture was stirred under a hydrogen atmosphere at room temperature for 3 days and, thereafter, at 50° C. for 6 hours. After filtering the reaction solution through celite, the filtrate was concentrated under reduced pressure to obtain 4-[3-({[(1-methylpiperidin-4-yl)oxy]carbonyl}amino)-4-ph... The reactants are COC(C1=C(C=C(C=C1)C(F)(F)F)OCC(=O)OCC)=O (2-Ethoxycarbonylmethoxy-4-trifluoromethyl-benzoic acid methyl ester), [OH-].[Na+] (NaOH), Cl (HCl). The solvent is CO (methanol). Yields the product C(=O)(O)COC1=C(C(=O)O)C=CC(=C1)C(F)(F)F (2-Carboxymethoxy-4-trifluoromethyl-benzoic acid). Reaction SMILES: C[O:2][C:3](=[O:21])[C:4]1[CH:9]=[CH:8][C:7]([C:10]([F:13])([F:12])[F:11])=[CH:6][C:5]=1[O:14][CH2:15][C:16]([O:18]CC)=[O:17].[OH-].[Na+].Cl>CO>[C:16]([CH2:15][O:14][C:5]1[CH:6]=[C:7]([C:10]([F:11])([F:13])[F:12])[CH:8]=[CH:9][C:4]=1[C:3]([OH:21])=[O:2])([OH:18])=[O:17] |f:1.2|. Procedure: A mixture of 2-Ethoxycarbonylmethoxy-4-trifluoromethyl-benzoic acid methyl ester (34 g), 10% NaOH (132.5 g) and methanol (45 ml) were mixed in one necked round flask. Resulting mixture was mixed at room temperature for 5 hrs. Acidified to pH 2 by 1 N HCl. Evaporated in vacuo. Filtrated and washed with water to obtain the product 5a. Starting materials: S([O-])(O)=O.[Na+] (sodium bisulfite), OOS(=O)[O-].[K+] (oxone), O (water), C(CC1=CC=CC=C1)NCC1=CC=C(C=C1)SC1=CC=C(C(=O)N)C=C1 (4-[4-(phenethylamino-methyl)-phenylsulfanyl]-benzamide), Cl (hydrochloric acid). The solvent is O1CCCC1 (tetrahydrofuran). Run at time 8 hour. Product: C(CC1=CC=CC=C1)NCC1=CC=C(C=C1)S(=O)(=O)C1=CC=C(C(=O)N)C=C1 (4-[4-(Phenethylamino-methyl)-benzenesulfonyl]-benzamide). RXN SMILES: [OH:1]OS([O-])=O.[K+].[CH2:7]([NH:15][CH2:16][C:17]1[CH:22]=[CH:21][C:20]([S:23][C:24]2[CH:32]=[CH:31][C:27]([C:28]([NH2:30])=[O:29])=[CH:26][CH:25]=2)=[CH:19][CH:18]=1)[CH2:8][C:9]1[CH:14]=[CH:13][CH:12]=[CH:11][CH:10]=1.Cl.S(=O)(O)[O-].[Na+].[OH2:39]>O1CCCC1>[CH2:7]([NH:15][CH2:16][C:17]1[CH:22]=[CH:21][C:20]([S:23]([C:24]2[CH:25]=[CH:26][C:27]([C:28]([NH2:30])=[O:29])=[CH:31][CH:32]=2)(=[O:1])=[O:39])=[CH:19][CH:18]=1)[CH2:8][C:9]1[CH:10]=[CH:11][CH:12]=[CH:13][CH:14]=1 |f:0.1,4.5|. Reported procedure: Add a solution of oxone (0.18 g, 0.29 mmol) in water (2 mL) was added to a solution of 4-[4-(phenethylamino-methyl)-phenylsulfanyl]-benzamide (50 mg, 0.14 mmol), 1N aqueous hydrochloric acid (0.14 mL), and tetrahydrofuran (2 mL) at room temperature. Stir overnight at room temperature, pour into saturated aqueous sodium bisulfite, and then extract with ethyl acetate (3×50 mL). The combined ethyl acetate extracts were washed with saturated aqueous s odium bicarbonate solution, water, and brine the...